Task: describe an organic reaction: reactants, conditions, products, and yield. Dataset: the Open Reaction Database (ORD), a public repository of structured organic reaction records The reactants are COC(N[C@H](C(=O)N1CC2(OCCO2)C[C@H]1C=1NC(=CN1)C1=CC=C(C=C1)C1=CC2=CC=C(C=C2C=C1)C1=CN=C(N1)[C@H]1N(CCC1)C([C@@H](C1=CC=CC=C1)NC(=O)OC)=O)C(C)C)=O ((S)-1-((S)-8-(5-(4-(6-(2-((S)-1-((R)-2-(methoxycarbonylamino)-2-phenylacetyl)pyrrolidin-2-yl)-1H-imidazol-5-yl)naphthalen-2-yl)phenyl)-1H-imidazol-2-yl)-1,4-dioxa-7-azaspiro[4.4]nonan-7-yl)-3-methyl-1-oxobutan-2-ylcarbamic acid methyl ester), Cl (HCl), O=C([C@H](C1CCOCC1)NC(OC)=O)N1CC2(OCCO2)C[C@H]1C=1NC(=CN1)C1=CC2=CC=C(C=C2C=C1)C1=CC=C(C=C1)C1=CN=C(N1)[C@H]1NCCC1 (methyl (S)-2-oxo-2-((S)-8-(5-(6-(4-(2-((S)-pyrrolidin-2-yl)-1H-imidazol-5-yl)phenyl)naphthalen-2-yl)-1H-imidazol-2-yl)-1,4-dioxa-7-azaspiro[4.4]nonan-7-yl)-1-(tetrahydro-2H-pyran-4-yl)ethylcarbamate), Cl (HCl). Yields the product COC(N[C@@H](C(=O)N1[C@@H](CCC1)C=1NC(=CN1)C1=CC=C(C=C1)C1=CC2=CC=C(C=C2C=C1)C1=CN=C(N1)[C@H]1N(CC2(OCCO2)C1)C([C@H](C1CCOCC1)NC(=O)OC)=O)C1=CC=CC=C1)=O ((R)-2-((S)-2-(5-(4-(6-(2-((S)-7-((S)-2-(methoxycarbonylamino)-2-(tetrahydro-2H-pyran-4-yl)acetyl)-1,4-dioxa-7-azaspiro[4.4]nonan-8-yl)-1H-imidazol-5-yl)naphthalen-2-yl)phenyl)-1H-imidazol-2-yl)pyrrolidin-1-yl)-2-oxo-1-phenylethylcarbamic acid methyl ester). Reaction SMILES: COC(=O)N[C@@H](C(C)C)C(N1[C@H](C2NC(C3C=CC(C4C=CC5C(=CC=C(C6NC([C@@H]7CCCN7[C:48](=[O:61])[C@H:49]([NH:56][C:57]([O:59][CH3:60])=[O:58])[C:50]7[CH:55]=[CH:54][CH:53]=[CH:52][CH:51]=7)=NC=6)C=5)C=4)=CC=3)=CN=2)CC2(OCCO2)C1)=O.[O:66]=[C:67]([N:80]1[C@H:88]([C:89]2[NH:90][C:91]([C:94]3[CH:103]=[CH:102][C:101]4[C:96](=[CH:97][CH:98]=[C:99]([C:104]5[CH:109]=[CH:108][C:107]([C:110]6[NH:114][C:113]([C@@H:115]7[CH2:119][CH2:118][CH2:117][NH:116]7)=[N:112][CH:111]=6)=[CH:106][CH:105]=5)[CH:100]=4)[CH:95]=3)=[CH:92][N:93]=2)[CH2:87][C:82]2([O:86][CH2:85][CH2:84][O:83]2)[CH2:81]1)[C@@H:68]([NH:75][C:76](=[O:79])[O:77][CH3:78])[CH:69]1[CH2:74][CH2:73][O:72][CH2:71][CH2:70]1.Cl>>[CH3:60][O:59][C:57](=[O:58])[NH:56][C@H:49]([C:50]1[CH:55]=[CH:54][CH:53]=[CH:52][CH:51]=1)[C:48]([N:116]1[CH2:117][CH2:118][CH2:119][C@H:115]1[C:113]1[NH:114][C:110]([C:107]2[CH:108]=[CH:109][C:104]([C:99]3[CH:98]=[CH:97][C:96]4[C:101](=[CH:102][CH:103]=[C:94]([C:91]5[NH:90][C:89]([C@@H:88]6[CH2:87][C:82]7([O:83][CH2:84][CH2:85][O:86]7)[CH2:81][N:80]6[C:67](=[O:66])[C@@H:68]([NH:75][C:76]([O:77][CH3:78])=[O:79])[CH:69]6[CH2:74][CH2:73][O:72][CH2:71][CH2:70]6)=[N:93][CH:92]=5)[CH:95]=4)[CH:100]=3)=[CH:105][CH:106]=2)=[CH:111][N:112]=1)=[O:61]. Reported procedure: Title compound was prepared according to the method employed to prepare (S)-1-((S)-8-(5-(4-(6-(2-((S)-1-((R)-2-(methoxycarbonylamino)-2-phenylacetyl)pyrrolidin-2-yl)-1H-imidazol-5-yl)naphthalen-2-yl)phenyl)-1H-imidazol-2-yl)-1,4-dioxa-7-azaspiro[4.4]nonan-7-yl)-3-methyl-1-oxobutan-2-ylcarbamic acid methyl ester, except that methyl (S)-2-oxo-2-((S)-8-(5-(6-(4-(2-((S)-pyrrolidin-2-yl)-1H-imidazol-5-yl)phenyl)naphthalen-2-yl)-1H-imidazol-2-yl)-1,4-dioxa-7-azaspiro[4.4]nonan-7-yl)-1-(tetrahydro-2H-p...